Dataset: the Open Reaction Database (ORD), a public repository of structured organic reaction records. Task: describe an organic reaction: reactants, conditions, products, and yield Reactants: CC1(C)Oc2ccc(C#N)cc2C2OC21, Oc1ncnc2ccccc12. Product: CC1(C)Oc2ccc(C#N)cc2C(Oc2ncnc3ccccc23)C1O. Reaction SMILES: [CH3:1][C:2]1([CH3:15])[CH:3]2[CH:4]([c:5]3[cH:6][c:7]([C:12]#[N:13])[cH:8][cH:9][c:10]3[O:11]1)[O:14]2.[n:16]1[cH:17][n:18][c:19]([OH:26])[c:20]2[cH:21][cH:22][cH:23][cH:24][c:25]12>>[CH3:1][C:2]1([CH3:15])[CH:3]([OH:14])[CH:4]([O:26][c:19]2[n:18][cH:17][n:16][c:25]3[c:20]2[cH:21][cH:22][cH:23][cH:24]3)[c:5]2[cH:6][c:7]([C:12]#[N:13])[cH:8][cH:9][c:10]2[O:11]1. Starting materials: NC1=C(C(=NN1C1=C(C=C(C=C1Cl)C(F)(F)F)Cl)C)C#C[Si](C)(C)C (5-amino-1-(2,6-dichloro-4-trifluoromethylphenyl)-3-methyl 4-trimethylsilylethynylpyrazole), C(C)(C)(C)ON=O (t-butylnitrite). Solvent: O1CCCC1 (tetrahydrofuran), O1CCCC1 (tetrahydrofuran). Conditions: time 3 hour. Product: ClC1=C(C(=CC(=C1)C(F)(F)F)Cl)N1N=C(C(=C1)C#C[Si](C)(C)C)C (1-(2,6-Dichloro-4-trifluoromethylphenyl)-3-methyl-4-trimethylsilylethynylpyrazole). Reaction SMILES: N[C:2]1[N:6]([C:7]2[C:12]([Cl:13])=[CH:11][C:10]([C:14]([F:17])([F:16])[F:15])=[CH:9][C:8]=2[Cl:18])[N:5]=[C:4]([CH3:19])[C:3]=1[C:20]#[C:21][Si:22]([CH3:25])([CH3:24])[CH3:23].C(ON=O)(C)(C)C>O1CCCC1>[Cl:13][C:12]1[CH:11]=[C:10]([C:14]([F:16])([F:17])[F:15])[CH:9]=[C:8]([Cl:18])[C:7]=1[N:6]1[CH:2]=[C:3]([C:20]#[C:21][Si:22]([CH3:23])([CH3:25])[CH3:24])[C:4]([CH3:19])=[N:5]1. Reported procedure: To a stirred solution of 5-amino-1-(2,6-dichloro-4-trifluoromethylphenyl)-3-methyl 4-trimethylsilylethynylpyrazole (1.3 g) in tetrahydrofuran (15 ml) at 65° C. was added dropwise t-butylnitrite (1.65 g) in tetrahydrofuran (5 ml) over a period of 15 minutes and heating continued for 3 hours. The reaction mixture was left at room temperature overnight then evaporated to give the crude product as a gum which was purified by column chromatography on silica gel eluted with dichioromethane:hexane (1:1... Reactants: ClC1=NC=C(C=C1)C(C)C (2-chloro-5-isopropylpyridine), C(C1=CC=CC=C1)N (benzylamine), CC(C)([O-])C.[Na+] (sodium tert-butoxide). Reagents/catalysts: CC(=O)[O-].CC(=O)[O-].[Pd+2] (Pd(OAc)2), C1(=C(C=CC=C1)P(C1CCCCC1)C1CCCCC1)C1=CC=CC=C1 (Biphenyl-2-yl-dicyclohexyl-phosphine). The solvent is C1(=CC=CC=C1)C (toluene). Run at temperature 100 celsius. The product is C(C1=CC=CC=C1)N1C(C=CC(=C1)C(C)C)N (N-[benzyl]-2-amino-5-isopropylpyridine). Yield: 75.3%. Reaction SMILES: Cl[C:2]1[CH:7]=[CH:6][C:5]([CH:8]([CH3:10])[CH3:9])=[CH:4][N:3]=1.[CH2:11]([NH2:18])[C:12]1[CH:17]=[CH:16][CH:15]=[CH:14][CH:13]=1.CC(C)([O-])C.[Na+]>C1(C)C=CC=CC=1.CC([O-])=O.CC([O-])=O.[Pd+2].C1(C2C=CC=CC=2)C=CC=CC=1P(C1CCCCC1)C1CCCCC1>[CH2:11]([N:18]1[CH:4]=[C:5]([CH:8]([CH3:10])[CH3:9])[CH:6]=[CH:7][CH:2]1[NH2:3])[C:12]1[CH:17]=[CH:16][CH:15]=[CH:14][CH:13]=1 |f:2.3,5.6.7|. Procedure: Dissolve 2-chloro-5-isopropylpyridine (5 g, 0.032 mol), benzylamine (6.8 g, 0.064 mol), Biphenyl-2-yl-dicyclohexyl-phosphine (0.46 g, 1.3 mmol), Pd(OAc)2 (0.14 g, 0.64 mmol), and sodium tert-butoxide (4.3 g, 0.045 mol) in 60 mL of toluene. Deoxygenate three times. Heat at 100° C. for 18 hours. Cool and concentrate under reduced pressure. Subject the residue to silica gel chromatography, eluting with 1:1 hexanes:ethyl acetate to provide 5.5 g of the desired compound. Reactants: FC1=CC=C(C=C1)CC1=CN=C2C(=C(C(N(C2=C1)CCNS(=O)(=O)C)=O)C(=O)OCC)O (ethyl 7-[(4-fluorophenyl)methyl]-4-hydroxy-1-{2-[(methylsulfonyl)amino]ethyl}-2-oxo-1,2-dihydro-1,5-naphthyridine-3-carboxylate), C(O)CN (ethanolamine). Yields the product FC1=CC=C(C=C1)CC1=CN=C2C(=C(C(N(C2=C1)CCNS(=O)(=O)C)=O)C(=O)NCCO)O (7-[(4-fluorophenyl)methyl]-4-hydroxy-N-(2-hydroxyethyl)-1-{2-[(methylsulfonyl)amino]ethyl}-2-oxo-1,2-dihydro-1,5-naphthyridine-3-carboxamide). As a reaction SMILES: [F:1][C:2]1[CH:7]=[CH:6][C:5]([CH2:8][C:9]2[CH:18]=[C:17]3[C:12]([C:13]([OH:32])=[C:14]([C:27](OCC)=[O:28])[C:15](=[O:26])[N:16]3[CH2:19][CH2:20][NH:21][S:22]([CH3:25])(=[O:24])=[O:23])=[N:11][CH:10]=2)=[CH:4][CH:3]=1.[CH2:33]([CH2:35][NH2:36])[OH:34]>>[F:1][C:2]1[CH:7]=[CH:6][C:5]([CH2:8][C:9]2[CH:18]=[C:17]3[C:12]([C:13]([OH:32])=[C:14]([C:27]([NH:36][CH2:35][CH2:33][OH:34])=[O:28])[C:15](=[O:26])[N:16]3[CH2:19][CH2:20][NH:21][S:22]([CH3:25])(=[O:24])=[O:23])=[N:11][CH:10]=2)=[CH:4][CH:3]=1. Reported procedure: This compound was prepared from ethyl 7-[(4-fluorophenyl)methyl]-4-hydroxy-1-{2-[(methylsulfonyl)amino]ethyl}-2-oxo-1,2-dihydro-1,5-naphthyridine-3-carboxylate and ethanolamine employing methods similar to those described in Example 202 and was obtained as a white solid. 1H NMR (400 MHz, DMSO-d6) δ 10.38 (t, J=5.2 Hz, 1 H), 8.55 (s, 1 H), 8.10 (s, 1 H), 7.40 (dd, J=8.2, 5.7 Hz, 2 H), 7.27 (t, J=6.1 Hz, 1 H), 7.13 (t, J=8.8 Hz, 2 H), 4.95 (t, J=5.0 Hz, 1 H), 4.34 (t, J=6.3 Hz, 2 H), 4.14 (s, 2 H)... Starting materials: FC1=CC=C2C(=CNC2=C1)C=1C=NN(C1)CCC(=O)O (3-(4-(6-fluoro-1H-indol-3-yl)-1H-pyrazol-1-yl)propanoic acid), CN(CCN)C (N,N-dimethylethylenediamine). The product is CN(CCNC(CCN1N=CC(=C1)C1=CNC2=CC(=CC=C12)F)=O)C (N-(2-(dimethylamino)ethyl)-3-(4-(6-fluoro-1H-indol-3-yl)-1H-pyrazol-1-yl)propanamide). Isolated yield 14.6%. RXN SMILES: [F:1][C:2]1[CH:10]=[C:9]2[C:5]([C:6]([C:11]3[CH:12]=[N:13][N:14]([CH2:16][CH2:17][C:18]([OH:20])=O)[CH:15]=3)=[CH:7][NH:8]2)=[CH:4][CH:3]=1.[CH3:21][N:22]([CH3:26])[CH2:23][CH2:24][NH2:25]>>[CH3:21][N:22]([CH3:26])[CH2:23][CH2:24][NH:25][C:18](=[O:20])[CH2:17][CH2:16][N:14]1[CH:15]=[C:11]([C:6]2[C:5]3[C:9](=[CH:10][C:2]([F:1])=[CH:3][CH:4]=3)[NH:8][CH:7]=2)[CH:12]=[N:13]1. Procedure details: Following the general method as outlined in Example 39, starting from 3-(4-(6-fluoro-1H-indol-3-yl)-1H-pyrazol-1-yl)propanoic acid (Example 24; 110 mg; 0.40 mmol) and N,N-dimethylethylenediamine (0.08 mL; 0.8 mmol), 20 mg (15%) of the title product was obtained as a yellow solid purified by preparative HPLC. Procedure: A mixture of methyl 5-bromomethyl-2-(4-fluorobenzyl)benzoate (3.8 g), sodium azide (2.9 g) and dimethyl acetamide (50 ml) was stirred under an inert atmosphere for 16 hours. The dimethyl acetamide was evaporated and the residue was partitioned between water and ethyl acetate. The organic layer was separated, dried, evaporated to dryness and purified by flash chromatography using iso-hexane/ethyl acetate (80:20) as eluant to give methyl 5-azidomethyl-2-(4-fluorobenzyl)benzoate (3.23 g) as a colou... RXN SMILES: Br[CH2:2][C:3]1[CH:4]=[CH:5][C:6]([CH2:13][C:14]2[CH:19]=[CH:18][C:17]([F:20])=[CH:16][CH:15]=2)=[C:7]([CH:12]=1)[C:8]([O:10][CH3:11])=[O:9].[N-:21]=[N+:22]=[N-:23].[Na+]>CC(N(C)C)=O>[N:21]([CH2:2][C:3]1[CH:4]=[CH:5][C:6]([CH2:13][C:14]2[CH:19]=[CH:18][C:17]([F:20])=[CH:16][CH:15]=2)=[C:7]([CH:12]=1)[C:8]([O:10][CH3:11])=[O:9])=[N+:22]=[N-:23] |f:1.2|. Yields the product N(=[N+]=[N-])CC=1C=CC(=C(C(=O)OC)C1)CC1=CC=C(C=C1)F (methyl 5-azidomethyl-2-(4-fluorobenzyl)benzoate). The reactants are BrCC=1C=CC(=C(C(=O)OC)C1)CC1=CC=C(C=C1)F (methyl 5-bromomethyl-2-(4-fluorobenzyl)benzoate), [N-]=[N+]=[N-].[Na+] (sodium azide). The yield is 95.8%. The solvent is CC(=O)N(C)C (dimethyl acetamide). Reaction conditions: time 16 hour.